From a dataset of the Open Reaction Database (ORD), a public repository of structured organic reaction records. describe an organic reaction: reactants, conditions, products, and yield The reactants are O1C(OCCC1)C=1C=C2C(=NNC2=CC1)N(C)CCCOC (5-(1,3-Dioxan-2-yl)-N-(3-methoxypropyl)-N-methyl-1H-indazol-3-amine), Cl (hydrochloric acid). The solvent is C(C)O (ethanol). Reaction conditions: temperature 90 celsius. The product is COCCCN(C1=NNC2=CC=C(C=C12)C=O)C (3-[(3-Methoxypropyl)(methyl)amino]-1H-indazole-5-carbaldehyde). Reaction SMILES: [O:1]1CCCO[CH:2]1[C:7]1[CH:8]=[C:9]2[C:13](=[CH:14][CH:15]=1)[NH:12][N:11]=[C:10]2[N:16]([CH2:18][CH2:19][CH2:20][O:21][CH3:22])[CH3:17].Cl>C(O)C>[CH3:22][O:21][CH2:20][CH2:19][CH2:18][N:16]([CH3:17])[C:10]1[C:9]2[C:13](=[CH:14][CH:15]=[C:7]([CH:2]=[O:1])[CH:8]=2)[NH:12][N:11]=1. Reported procedure: To a solution of 131 mg (0.429 mmol) 5-(1,3-dioxan-2-yl)-N-(3-methoxypropyl)-N-methyl-1H-indazol-3-amine (Example 50A) in ethanol (7.0 ml) were added 1.43 ml (4.29 mmol) 3 M hydrochloric acid, and the solution was heated to 90° C. for 30 min. After cooling, the mixture was concentrated under reduced pressure. The remaining material (107 mg, 99% of th.) was used in the next step without further purification. The reactants are CCO, [H][H], COC(=O)c1ccc(OC)c([N+](=O)[O-])c1N. Yields the product COC(=O)c1ccc(OC)c(N)c1N. Reaction SMILES: [CH3:19][CH2:20][OH:21].[H:17][H:18].[NH2:1][c:2]1[c:3]([C:4](=[O:5])[O:6][CH3:7])[cH:8][cH:9][c:10]([O:15][CH3:16])[c:11]1[N+:12]([O-:13])=[O:14]>>[NH2:1][c:2]1[c:3]([C:4](=[O:5])[O:6][CH3:7])[cH:8][cH:9][c:10]([O:15][CH3:16])[c:11]1[NH2:12]. Starting materials: C(C)OC(CC=1C=C(C(=CC1)OC)C1=C(C=C(C=C1)C(F)(F)F)CN(C(OC1=CC=CC=C1)=NC#N)CC)=O ([2′-(3-Cyano-1-ethyl-2-phenyl-isoureidomethyl)-6-methoxy-4′-trifluoromethyl-biphenyl-3-yl]-acetic acid ethyl ester), C(C1=CC=CC=C1)N (benzylamine), C(C1=CC=CC=C1)N (benzylamine), C(C1=CC=CC=C1)N (benzylamine). The solvent is CCO (EtOH). Conditions: temperature 60 celsius. Product: C(C)OC(CC=1C=C(C(=CC1)OC)C1=C(C=C(C=C1)C(F)(F)F)CN(C(=NCC1=CC=CC=C1)NC#N)CC)=O ([2′-(N′-Benzyl-N″-cyano-N-ethyl-guanidinomethyl)-6-methoxy-4′-trifluoromethyl-biphenyl-3-yl]-acetic acid ethyl ester). RXN SMILES: [CH2:1]([O:3][C:4](=[O:39])[CH2:5][C:6]1[CH:7]=[C:8]([C:14]2[CH:19]=[CH:18][C:17]([C:20]([F:23])([F:22])[F:21])=[CH:16][C:15]=2[CH2:24][N:25]([CH2:37][CH3:38])[C:26](=[N:34][C:35]#[N:36])OC2C=CC=CC=2)[C:9]([O:12][CH3:13])=[CH:10][CH:11]=1)[CH3:2].[CH2:40]([NH2:47])[C:41]1[CH:46]=[CH:45][CH:44]=[CH:43][CH:42]=1>CCO>[CH2:1]([O:3][C:4](=[O:39])[CH2:5][C:6]1[CH:7]=[C:8]([C:14]2[CH:19]=[CH:18][C:17]([C:20]([F:23])([F:22])[F:21])=[CH:16][C:15]=2[CH2:24][N:25]([CH2:37][CH3:38])[C:26]([NH:34][C:35]#[N:36])=[N:47][CH2:40][C:41]2[CH:46]=[CH:45][CH:44]=[CH:43][CH:42]=2)[C:9]([O:12][CH3:13])=[CH:10][CH:11]=1)[CH3:2]. Reported procedure: [2′-(3-Cyano-1-ethyl-2-phenyl-isoureidomethyl)-6-methoxy-4′-trifluoromethyl-biphenyl-3-yl]-acetic acid ethyl ester (0.10 g, 0.17 mmol) and benzylamine (0.04 mL, 0.34 mmol) were combined in EtOH (1 mL) and heated to 60° C. The reaction was monitored by analytical LCMS, and additional benzylamine (0.04 mL, 0.34 mmol) was added to push the reaction to completion. Further benzylamine (0.10 mL, 0.92 mmol) was added, and the reaction was heated for a total of 48 hours. The mixture was partitioned betw...